This data is from the Open Reaction Database (ORD), a public repository of structured organic reaction records. The task is: describe an organic reaction: reactants, conditions, products, and yield The reactants are CC(C)([O-])C.[K+] (potassium t-butoxide), OC(C)(C)C=1N=C(NC1C(=O)OC)COC (methyl 4-(1-hydroxy-1-methylethyl)-2-methoxymethylimidazole-5-carboxylate), C(C1=CC=CC=C1)(C1=CC=CC=C1)(C1=CC=CC=C1)N1N=NN=C1C1=C(C=CC=C1)C1=CC=C(CBr)C=C1 (4-[2-(trityltetrazol-5-yl)phenyl]benzyl bromide), O (water). Solvent: CN(C(C)=O)C (N,N-dimethylacetamide), CN(C(C)=O)C (N,N-dimethylacetamide). Conditions: time 15 minute. Yields the product OC(C)(C)C=1N=C(N(C1C(=O)OC)CC1=CC=C(C=C1)C1=C(C=CC=C1)C1=NN=NN1C(C1=CC=CC=C1)(C1=CC=CC=C1)C1=CC=CC=C1)COC (Methyl 4-(1-hydroxy-1-methylethyl)-2-methoxymethyl-1-{4-[2-(trityltetrazol-5-yl)phenyl]phenyl}methylimidazole-5-carboxylate). The yield is 76.5%. RXN SMILES: CC(C)([O-])C.[K+].[OH:7][C:8]([C:11]1[N:12]=[C:13]([CH2:20][O:21][CH3:22])[NH:14][C:15]=1[C:16]([O:18][CH3:19])=[O:17])([CH3:10])[CH3:9].[C:23]([N:42]1[C:46]([C:47]2[CH:52]=[CH:51][CH:50]=[CH:49][C:48]=2[C:53]2[CH:60]=[CH:59][C:56]([CH2:57]Br)=[CH:55][CH:54]=2)=[N:45][N:44]=[N:43]1)([C:36]1[CH:41]=[CH:40][CH:39]=[CH:38][CH:37]=1)([C:30]1[CH:35]=[CH:34][CH:33]=[CH:32][CH:31]=1)[C:24]1[CH:29]=[CH:28][CH:27]=[CH:26][CH:25]=1.O>CN(C)C(=O)C>[OH:7][C:8]([C:11]1[N:12]=[C:13]([CH2:20][O:21][CH3:22])[N:14]([CH2:57][C:56]2[CH:55]=[CH:54][C:53]([C:48]3[CH:49]=[CH:50][CH:51]=[CH:52][C:47]=3[C:46]3[N:42]([C:23]([C:36]4[CH:41]=[CH:40][CH:39]=[CH:38][CH:37]=4)([C:30]4[CH:31]=[CH:32][CH:33]=[CH:34][CH:35]=4)[C:24]4[CH:29]=[CH:28][CH:27]=[CH:26][CH:25]=4)[N:43]=[N:44][N:45]=3)=[CH:60][CH:59]=2)[C:15]=1[C:16]([O:18][CH3:19])=[O:17])([CH3:9])[CH3:10] |f:0.1|. Reported procedure: 194 mg of potassium t-butoxide were added, whilst ice-cooling, to a solution of 359 mg of methyl 4-(1-hydroxy-1-methylethyl)-2-methoxymethylimidazole-5-carboxylate [prepared as described in Preparation 42(v)] in 5 ml of N,N-dimethylacetamide, and the resulting mixture was stirred for 15 minutes. An the end of this time, a solution of 1.32 g of 4-[2-(trityltetrazol-5-yl)phenyl]benzyl bromide in 10 ml of N,N-dimethylacetamide was added. The mixture was first stirred at room temperature for 4 hours... Reactants: Cc1nc(C)c(-c2ccc(C(C)N3CCC(CCCO)(c4ccc(F)cc4)OC3=O)cc2)s1, N. The product is Cc1nc(C)c(-c2ccc(C(C)N3CCC(CCC(N)=O)(c4ccc(F)cc4)OC3=O)cc2)s1. Reaction SMILES: [CH3:1][c:2]1[s:3][c:4](-[c:8]2[cH:9][cH:10][c:11]([CH:14]([CH3:15])[N:16]3[C:17](=[O:33])[O:18][C:19]([CH2:22][CH2:23][CH2:24][OH:25])([c:26]4[cH:27][cH:28][c:29]([F:32])[cH:30][cH:31]4)[CH2:20][CH2:21]3)[cH:12][cH:13]2)[c:5]([CH3:7])[n:6]1.[NH3:34]>>[CH3:1][c:2]1[s:3][c:4](-[c:8]2[cH:9][cH:10][c:11]([CH:14]([CH3:15])[N:16]3[C:17](=[O:33])[O:18][C:19]([CH2:22][CH2:23][C:24](=[O:25])[NH2:34])([c:26]4[cH:27][cH:28][c:29]([F:32])[cH:30][cH:31]4)[CH2:20][CH2:21]3)[cH:12][cH:13]2)[c:5]([CH3:7])[n:6]1.